From a dataset of the Open Reaction Database (ORD), a public repository of structured organic reaction records. describe an organic reaction: reactants, conditions, products, and yield Reactants: CN(C)CCCC1C=CC2=CC=CC=C12 (1-(N,N-dimethylaminopropyl)indene), [Cl-].[Cl-].[Cl-].C[Zr](C1C=CC=C1)(C)(C)(C)C (pentamethylcyclopentadienylzirconium trichloride), CN(C)CCC1=CC=CC1 ((N,N-dimethylaminoethyl)cyclopentadiene), [Cl-].[Cl-].[Cl-].C1(C=CC=C1)[Zr+3] (cyclopentadienylzirconium trichloride). The product is [Cl-].[Cl-].CN(C)CCCC1C(=CC2=CC=CC=C12)[Zr+2]C1C=CC=C1 ([1-(N,N-Dimethylaminopropyl)indenyl]-(cyclopentadienyl)zirconium Dichloride). Isolated yield 40.0%. As a reaction SMILES: [CH3:1][N:2]([CH2:4][CH2:5][CH2:6][CH:7]1[C:15]2[C:10](=[CH:11][CH:12]=[CH:13][CH:14]=2)[CH:9]=[CH:8]1)[CH3:3].CN(CCC1CC=CC=1)C.[Cl-:26].[Cl-].[Cl-].[CH:29]1([Zr+3:34])[CH:33]=[CH:32][CH:31]=[CH:30]1.[Cl-].[Cl-].[Cl-].C[Zr](C)(C)(C)(C)C1C=CC=C1>>[Cl-:26].[Cl-:26].[CH3:1][N:2]([CH2:4][CH2:5][CH2:6][CH:7]1[C:15]2[C:10](=[CH:11][CH:12]=[CH:13][CH:14]=2)[CH:9]=[C:8]1[Zr+2:34][CH:29]1[CH:33]=[CH:32][CH:31]=[CH:30]1)[CH3:3] |f:2.3.4.5,6.7.8.9,10.11.12|. Reported procedure: Example 1 was repeated in the same manner as described except that 1-(N,N-dimethylaminopropyl)indene was substituted for (N,N-dimethylaminoethyl)cyclopentadiene and that cyclopentadienylzirconium trichloride was substituted for pentamethylcyclopentadienylzirconium trichloride. The yield was 40.0%. The physical properties of the product are as follows: Reactants: five, sixty, BrC=1C=NC(=NC1)OCCOC1=NN(C(=C1C1=CC=C(C=C1)C)NS(=O)(=O)C1=CC=C(C=C1)C(C)(C)C)C (N-[3-{2-[(5-bromo-2-pyrimidinyl)oxy]ethoxy}-1-methyl-4-(4-methylphenyl)-1H-pyrazol-5-yl]-4-(tert-butyl)benzenesulfonamide), CO (methanol). Run at time 2 day. The product is OCC(C)(C)C1=CC=C(C=C1)S(=O)(=O)NC1=C(C(=NN1C)OCCO)C1=CC=C(C=C1)C (4-(2-hydroxy-1,1-dimethylethyl)-N-[3-(2-hydroxyethoxy)-1-methyl-4-(4-methylphenyl)-1H-pyrazol-5-yl]benzenesulfonamide). As a reaction SMILES: BrC1C=NC([O:8][CH2:9][CH2:10][O:11][C:12]2[C:16]([C:17]3[CH:22]=[CH:21][C:20]([CH3:23])=[CH:19][CH:18]=3)=[C:15]([NH:24][S:25]([C:28]3[CH:33]=[CH:32][C:31]([C:34]([CH3:37])([CH3:36])[CH3:35])=[CH:30][CH:29]=3)(=[O:27])=[O:26])[N:14]([CH3:38])[N:13]=2)=NC=1.C[OH:40]>>[OH:40][CH2:35][C:34]([C:31]1[CH:32]=[CH:33][C:28]([S:25]([NH:24][C:15]2[N:14]([CH3:38])[N:13]=[C:12]([O:11][CH2:10][CH2:9][OH:8])[C:16]=2[C:17]2[CH:18]=[CH:19][C:20]([CH3:23])=[CH:21][CH:22]=2)(=[O:27])=[O:26])=[CH:29][CH:30]=1)([CH3:37])[CH3:36]. Procedure: Streptomyces rimosus subsp. rimosus ATCC10970 maintained on a ¼ strength ATCC172 agar slope was inoculated as a loopful of spores into five 300 ml Erlemneyer flask containing 50 ml of AS7-H inoculum medium. This was allowed to incubate for 2 days at 28° C., 200 rpm on an Infors Multitron™ Shaker with 1″ throw. 2 mls of this inoculum medium was then transferred to each of sixty 300 ml Erlenmeyer flask containing 50 ml of AP-5H production medium and incubated under the same conditions for a furthe... The reactants are C([O-])([O-])=O.[Cs+].[Cs+] (cesium carbonate), ClC1=NC=CC=N1 (2-chloropyrimidine), N1=CC(=CC=C1)C1=NN=C(S1)C(C)=NO (1-[5-(3-pyridyl)-1,3,4-thiadiazol-2-yl]ethanone oxime). The solvent is C(C)#N (acetonitrile). Conditions: time 2 day. Yields the product N1=CC(=CC=C1)C1=NN=C(S1)C(C)=NOC1=NC=CC=N1 (1-[5-(3-pyridyl)-1,3,4-thiadiazol-2-yl]-N-pyrimidin-2-yloxy-ethanimine). Isolated yield 53.8%. Reaction SMILES: [N:1]1[CH:6]=[CH:5][CH:4]=[C:3]([C:7]2[S:11][C:10]([C:12](=[N:14][OH:15])[CH3:13])=[N:9][N:8]=2)[CH:2]=1.C(=O)([O-])[O-].[Cs+].[Cs+].Cl[C:23]1[N:28]=[CH:27][CH:26]=[CH:25][N:24]=1>C(#N)C>[N:1]1[CH:6]=[CH:5][CH:4]=[C:3]([C:7]2[S:11][C:10]([C:12](=[N:14][O:15][C:23]3[N:28]=[CH:27][CH:26]=[CH:25][N:24]=3)[CH3:13])=[N:9][N:8]=2)[CH:2]=1 |f:1.2.3|. Reported procedure: A solution of 1-[5-(3-pyridyl)-1,3,4-thiadiazol-2-yl]ethanone oxime (0.1 g, 0.436 mmol) in acetonitrile (5 ml) was stirred at ambient temperature and treated with cesium carbonate (0.43 g, 1.31 mmol) and 2-chloropyrimidine (0.079 g, 0.654 mmol). The reaction mixture was allowed to stir at ambient temperature and monitored by TLC and LC/MS. After 2 days, the mixture was concentrated in vacuo. The residue was stirred with ethyl acetate, filtered and the ethyl acetate concentrated in vacuo. Purific...